This data is from the Open Reaction Database (ORD), a public repository of structured organic reaction records. The task is: describe an organic reaction: reactants, conditions, products, and yield The reactants are N1N=NN=C1C1=CC=C(C(=O)[O-])C=C1 (4-(1H-tetrazol-5-yl)benzoate), O.NN (hydrazine monohydrate). Solvent: C(C)O (ethanol). Product: N1N=NN=C1C1=CC=C(C(=O)NN)C=C1 (4-(1H-Tetrazol-5-yl)benzohydrazide). Yield: 47.5%. Reaction SMILES: [NH:1]1[C:5]([C:6]2[CH:14]=[CH:13][C:9]([C:10]([O-])=[O:11])=[CH:8][CH:7]=2)=[N:4][N:3]=[N:2]1.O.[NH2:16][NH2:17]>C(O)C>[NH:1]1[C:5]([C:6]2[CH:14]=[CH:13][C:9]([C:10]([NH:16][NH2:17])=[O:11])=[CH:8][CH:7]=2)=[N:4][N:3]=[N:2]1 |f:1.2|. Procedure details: 0.20 g (0.99 mmol) of the 4-(1H-tetrazol-5-yl)benzoate was heated with ethanol (3.2 ml) and 0.84 g (16.8 mmol) of hydrazine monohydrate under reflux for 8.5 hours, and then the reaction solution was cooled to room temperature, and the precipitated pale yellow solid was collected by filtration through a Kiriyama funnel, washed with methanol and dried under reduced pressure to obtain the desired product (0.096 g, yield 47%, purity 99%). Starting materials: NC=1C(=NC(=CC1)C(F)(F)F)Cl (3-amino-2-chloro-6-(trifluoromethyl)pyridine), COC1=CC=C(CN)C=C1 (4-methoxy-benzylamine), C([O-])(O)=O.[Na+] (sodium bicarbonate). The solvent is C(CC(C)C)O (isoamyl alcohol), CO (MeOH). Conditions: temperature 220 celsius. Yields the product COC1=CC=C(CNC2=NC(=CC=C2N)C(F)(F)F)C=C1 (N2-(4-Methoxy-benzyl)-6-trifluoromethyl-pyridine-2,3-diamine). As a reaction SMILES: [NH2:1][C:2]1[C:3](Cl)=[N:4][C:5]([C:8]([F:11])([F:10])[F:9])=[CH:6][CH:7]=1.[CH3:13][O:14][C:15]1[CH:22]=[CH:21][C:18]([CH2:19][NH2:20])=[CH:17][CH:16]=1.C(=O)(O)[O-].[Na+]>C(O)CC(C)C.CO>[CH3:13][O:14][C:15]1[CH:22]=[CH:21][C:18]([CH2:19][NH:20][C:3]2[C:2]([NH2:1])=[CH:7][CH:6]=[C:5]([C:8]([F:11])([F:10])[F:9])[N:4]=2)=[CH:17][CH:16]=1 |f:2.3|. Procedure details: A mixture of the 3-amino-2-chloro-6-(trifluoromethyl)pyridine (416 mg, 2.1 mmol, Matrix), 4-methoxy-benzylamine (294 mg, 2.1 mmol, Aldrich) and sodium bicarbonate (265 mg, 3.2 mmol) in isoamyl alcohol (0.6 mL) was heated at 220° C. in a microwave synthesizer for 30 min. The reaction mixture was then cooled to room temperature, diluted with MeOH (5 mL), filtered and the filtrate was evaporated in vacuo. The residue was purified by preparative HPLC (gradient 0.1% trifluoroacetic acid in acetonitri... Starting materials: O=[N+]([O-])c1cccc(S(=O)(=O)Cl)c1, Cc1ccc(S(=O)(=O)Nc2ccc(S(=O)(=O)O)c3cc(S(=O)(=O)O)cc(S(=O)(=O)O)c23)c(N)c1, [Na+], [Na+], [Na], [Na], [Na], O=C([O-])[O-], O=C([O-])[O-], O. Product: Cc1ccc(S(=O)(=O)Nc2ccc(S(=O)(=O)O)c3cc(S(=O)(=O)O)cc(S(=O)(=O)O)c23)c(NS(=O)(=O)c2cccc([N+](=O)[O-])c2)c1. RXN SMILES: [N+:44](=[O:45])([O-:46])[c:47]1[cH:48][c:49]([S:53](=[O:54])(=[O:55])[Cl:56])[cH:50][cH:51][cH:52]1.[NH2:4][c:5]1[cH:6][c:7]([CH3:37])[cH:8][cH:9][c:10]1[S:11](=[O:12])(=[O:13])[NH:14][c:15]1[cH:16][cH:17][c:18]([S:33](=[O:34])(=[O:35])[OH:36])[c:19]2[cH:20][c:21]([S:29](=[O:30])(=[O:31])[OH:32])[cH:22][c:23]([S:25](=[O:26])(=[O:27])[OH:28])[c:24]12.[Na+:38].[Na+:39].[Na:1].[Na:2].[Na:3].[O-:40][C:41](=[O:42])[O-:43].[O-:57][C:58](=[O:59])[O-:60].[OH2:61]>>[NH:4]([c:5]1[cH:6][c:7]([CH3:37])[cH:8][cH:9][c:10]1[S:11](=[O:12])(=[O:13])[NH:14][c:15]1[cH:16][cH:17][c:18]([S:33](=[O:34])(=[O:35])[OH:36])[c:19]2[cH:20][c:21]([S:29](=[O:30])(=[O:31])[OH:32])[cH:22][c:23]([S:25](=[O:26])(=[O:27])[OH:28])[c:24]12)[S:53]([c:49]1[cH:48][c:47]([N+:44](=[O:45])[O-:46])[cH:52][cH:51][cH:50]1)(=[O:54])=[O:55]. Reactants: CC(C)(C)OC(=O)N1CCC(Nc2ccccc2C(N)=O)CC1, N#Cc1cccc(NC2CCNCC2)c1. The product is NC(=O)c1ccccc1NC1CCNCC1. Reaction SMILES: [NH2:1][C:2](=[O:3])[c:4]1[c:5]([NH:10][CH:11]2[CH2:12][CH2:13][N:14]([C:17]([O:18][C:19]([CH3:20])([CH3:21])[CH3:22])=[O:23])[CH2:15][CH2:16]2)[cH:6][cH:7][cH:8][cH:9]1.[NH:24]1[CH2:25][CH2:26][CH:27]([NH:28][c:29]2[cH:30][c:31]([C:35]#[N:36])[cH:32][cH:33][cH:34]2)[CH2:37][CH2:38]1>>[NH2:1][C:2](=[O:3])[c:4]1[c:5]([NH:10][CH:11]2[CH2:12][CH2:13][NH:14][CH2:15][CH2:16]2)[cH:6][cH:7][cH:8][cH:9]1.